From a dataset of the Open Reaction Database (ORD), a public repository of structured organic reaction records. describe an organic reaction: reactants, conditions, products, and yield The reactants are C1COCCO1, CC(=O)O, Cc1ccccc1, CCOC(C)=O, CCOCC(O)(C(=O)c1ccc(Cl)c(F)c1OC)C(F)(F)F, [F-], Nc1cc(F)cc2[nH]c(=O)ccc12, [NH4+]. Yields the product CCOCC(O)(C(=Nc1cc(F)cc2[nH]c(=O)ccc12)c1ccc(Cl)c(F)c1OC)C(F)(F)F. RXN SMILES: [CH2:49]1[O:50][CH2:51][CH2:52][O:53][CH2:54]1.[CH3:36][C:37](=[O:38])[OH:39].[CH3:42][c:43]1[cH:44][cH:45][cH:46][cH:47][cH:48]1.[CH3:55][CH2:56][O:57][C:58](=[O:59])[CH3:60].[Cl:14][c:15]1[c:16]([F:35])[c:17]([O:33][CH3:34])[c:18]([C:21]([C:22]([C:23]([F:24])([F:25])[F:26])([OH:27])[CH2:28][O:29][CH2:30][CH3:31])=[O:32])[cH:19][cH:20]1.[F-:40].[NH2:1][c:2]1[c:3]2[cH:4][cH:5][c:6](=[O:13])[nH:7][c:8]2[cH:9][c:10]([F:12])[cH:11]1.[NH4+:41]>>[N:1]([c:2]1[c:3]2[cH:4][cH:5][c:6](=[O:13])[nH:7][c:8]2[cH:9][c:10]([F:12])[cH:11]1)=[C:21]([c:18]1[c:17]([O:33][CH3:34])[c:16]([F:35])[c:15]([Cl:14])[cH:20][cH:19]1)[C:22]([C:23]([F:24])([F:25])[F:26])([OH:27])[CH2:28][O:29][CH2:30][CH3:31].